From a dataset of the Open Reaction Database (ORD), a public repository of structured organic reaction records. describe an organic reaction: reactants, conditions, products, and yield Reactants: Cc1cc(N2C(=O)C3CCCCC3C2=O)c(C)c(Br)c1Oc1ccc([N+](=O)[O-])cc1Cl, CCOC(C)=O. The product is Cc1cc(N2C(=O)C3CCCCC3C2=O)c(C)c(Br)c1Oc1ccc(N)cc1Cl. As a reaction SMILES: [Br:1][c:2]1[c:3]([CH3:31])[c:4]([N:20]2[C:21](=[O:30])[CH:22]3[CH2:23][CH2:24][CH2:25][CH2:26][CH:27]3[C:28]2=[O:29])[cH:5][c:6]([CH3:19])[c:7]1[O:8][c:9]1[c:10]([Cl:18])[cH:11][c:12]([N+:15]([O-:16])=[O:17])[cH:13][cH:14]1.[CH3:32][CH2:33][O:34][C:35](=[O:36])[CH3:37]>>[Br:1][c:2]1[c:3]([CH3:31])[c:4]([N:20]2[C:21](=[O:30])[CH:22]3[CH2:23][CH2:24][CH2:25][CH2:26][CH:27]3[C:28]2=[O:29])[cH:5][c:6]([CH3:19])[c:7]1[O:8][c:9]1[c:10]([Cl:18])[cH:11][c:12]([NH2:15])[cH:13][cH:14]1. The reactants are N1C(CC1)=O (2-azetidinone), C(=O)([O-])[O-].[K+].[K+] (K2CO3), [C@@H]1([C@@H](CCCC1)N)N (trans-1,2-Cyclohexanediamine), BrC1=CC=C(C=C1)OC (4-bromoanisole). The reagents and catalysts are [Cu]I (CuI). Solvent: O1CCOCC1 (dioxane). Run at temperature 110 celsius, time 23 hour. The product is COC1=CC=C(C=C1)N1C(CC1)=O (N-(4-Methoxyphenyl)-2-azetidinone). The yield is 59.4%. RXN SMILES: [NH:1]1[CH2:4][CH2:3][C:2]1=[O:5].C([O-])([O-])=O.[K+].[K+].[C@@H]1(N)CCCC[C@H]1N.Br[C:21]1[CH:26]=[CH:25][C:24]([O:27][CH3:28])=[CH:23][CH:22]=1>[Cu]I.O1CCOCC1>[CH3:28][O:27][C:24]1[CH:25]=[CH:26][C:21]([N:1]2[CH2:4][CH2:3][C:2]2=[O:5])=[CH:22][CH:23]=1 |f:1.2.3|. Procedure details: An oven-dried resealable Schlenk tube was charged with CuI (6.0 mg, 0.0315 mmol, 1.0 mol %), 2-azetidinone (300 mg, 4.22 mmol), K2CO3 (850 mg, 6.15 mmol), evacuated and backfilled with argon. trans-1,2-Cyclohexanediamine (40 μL, 0.333 mmol, 11 mol %), 4-bromoanisole (0.38 mL, 3.04 mmol) and dioxane (0.50 mL) were added under argon. The Schlenk tube was sealed and the reaction mixture was stirred magnetically at 110° C. for 23 h. The resulting suspension was cooled to room temperature and filtere... Reactants: [OH-].[Na+] (NaOH), CN(CCCO)C (3-dimethylaminopropanol), C(C)(C)(C)C=1C=C(C(=O)Cl)C=C(C1O)C(C)(C)C (3,5-di-tert-butyl-4-hydroxybenzoyl chloride). Run in O (water), C(Cl)Cl (methylene chloride), C(Cl)Cl (methylene chloride), O (water). Conditions: time 90 minute. Yields the product C(C)(C)(C)C=1C=C(C(=O)OCCCN(C)C)C=C(C1O)C(C)(C)C (3-dimethylaminopropyl 3,5-di-tert-butyl-4-hydroxybenzoate). The yield is 68.8%. As a reaction SMILES: [CH3:1][N:2]([CH3:7])[CH2:3][CH2:4][CH2:5][OH:6].[C:8]([C:12]1[CH:13]=[C:14]([CH:18]=[C:19]([C:22]([CH3:25])([CH3:24])[CH3:23])[C:20]=1[OH:21])[C:15](Cl)=[O:16])([CH3:11])([CH3:10])[CH3:9].[OH-].[Na+]>C(Cl)Cl.O>[C:22]([C:19]1[CH:18]=[C:14]([CH:13]=[C:12]([C:8]([CH3:11])([CH3:10])[CH3:9])[C:20]=1[OH:21])[C:15]([O:6][CH2:5][CH2:4][CH2:3][N:2]([CH3:7])[CH3:1])=[O:16])([CH3:25])([CH3:24])[CH3:23] |f:2.3|. Procedure: A solution of 41.3 g (400 mmol) of 3-dimethylaminopropanol in 200 ml of methylene chloride was added to a solution of 107.3 g (400 mmol) of 3,5-di-tert-butyl-4-hydroxybenzoyl chloride prepared as described in Example 1 in 400 ml of methylene chloride over a period of seven minutes. The reaction was exothermic. The reaction mixture was stirred for 90 minutes at room temperature and then washed with a solution of 16.0 g (400 mmol) of NaOH in 600 ml of water and then with water. The solution was dr...